This data is from the Open Reaction Database (ORD), a public repository of structured organic reaction records. The task is: describe an organic reaction: reactants, conditions, products, and yield The reactants are C(C)OC(=O)C(C)OC1=NN(C=N1)C1=CC=CC=C1 (3-(1-ethoxycarbonylethoxy)-1-phenyl-1,2,4-1H-triazole), CN (methylamine), ice water. The solvent is CN(C=O)C (dimethylformamide). Reaction conditions: time 2 day. Product: CNC(=O)C(C)OC1=NN(C=N1)C1=CC=CC=C1 (3-(1-methylaminocarbonylethoxy)-1-phenyl-1,2,4-1H-triazole). Reaction SMILES: C(O[C:4]([CH:6]([O:8][C:9]1[N:13]=[CH:12][N:11]([C:14]2[CH:19]=[CH:18][CH:17]=[CH:16][CH:15]=2)[N:10]=1)[CH3:7])=[O:5])C.[CH3:20][NH2:21]>CN(C)C=O>[CH3:20][NH:21][C:4]([CH:6]([O:8][C:9]1[N:13]=[CH:12][N:11]([C:14]2[CH:15]=[CH:16][CH:17]=[CH:18][CH:19]=2)[N:10]=1)[CH3:7])=[O:5]. Procedure: A 2.5 g portion of the compound of Example 1 was combined with 10 ml of 40% aqueous methylamine and 20 ml of dimethylformamide at room temperature, and the mixture was allowed to stand for 2 days. It was then poured into ice-water, and the solid was collected and air-dried to obtain 0.4 g of the desired product, m.p. 134°-135°. Starting materials: C1CCC2=NCCCN2CC1, COc1ccc(CSC(=CC(=O)O)c2ccccc2)cc1, CC#N, CI. The product is COC(=O)C=C(SCc1ccc(OC)cc1)c1ccccc1. RXN SMILES: [CH2:22]1[CH2:23][CH2:24][C:25]2=[N:30][CH2:29][CH2:28][CH2:27][N:26]2[CH2:31][CH2:32]1.[CH3:1][O:2][c:3]1[cH:4][cH:5][c:6]([CH2:7][S:8][C:9](=[CH:10][C:11](=[O:12])[OH:13])[c:14]2[cH:15][cH:16][cH:17][cH:18][cH:19]2)[cH:20][cH:21]1.[CH3:35][C:36]#[N:37].[I:33][CH3:34]>>[CH3:1][O:2][c:3]1[cH:4][cH:5][c:6]([CH2:7][S:8][C:9](=[CH:10][C:11](=[O:12])[O:13][CH3:22])[c:14]2[cH:15][cH:16][cH:17][cH:18][cH:19]2)[cH:20][cH:21]1. Starting materials: O (water), C(C)C1(C(CCC1=O)=O)CCC(CCC(C)C1=CC(=CC=C1)OC)=O (2-ethyl-2-(6-m-methoxyphenyl-6-methyl-3-oxohexyl)-1,3-cyclopentanedione), C1(=CC=C(C=C1)S(=O)(=O)O)C (p-toluenesulfonic acid), O (water), C(CO)O (ethyleneglycol). Solvent: C1=CC=CC=C1 (benzene). Yields the product C(C)[C@]12C3(CC=C2C2=C(CC1)C=1C=CC(=CC1C(C2)C)OC)OCCO3 (13β-ethyl-3-methoxy-6-methyl-17,17-ethylenedioxygona-1,3,5(10),8,14-pentaene). As a reaction SMILES: [CH2:1]([C:3]1([CH2:10][CH2:11][C:12](=O)[CH2:13][CH2:14][CH:15]([C:17]2[CH:22]=[CH:21][CH:20]=[C:19](OC)[CH:18]=2)[CH3:16])[C:7](=O)[CH2:6][CH2:5][C:4]1=O)[CH3:2].[C:26]1(C)C=CC(S(O)(=O)=O)=CC=1.[CH2:37]([OH:40])[CH2:38][OH:39].[OH2:41]>C1C=CC=CC=1>[CH2:1]([C@:3]12[CH2:10][CH2:11][C:12]3[C:18]4[CH:19]=[CH:20][C:21]([O:41][CH3:26])=[CH:22][C:17]=4[CH:15]([CH3:16])[CH2:14][C:13]=3[C:7]1=[CH:6][CH2:5][C:4]12[O:40][CH2:37][CH2:38][O:39]1)[CH3:2]. Procedure: Dissolve 2-ethyl-2-(6-m-methoxyphenyl-6-methyl-3-oxohexyl)-1,3-cyclopentanedione (39.7 g) in benzene (500 ml) and reflux with p-toluenesulfonic acid in water (11.0 g). Remove 2 moles of water, add ethyleneglycol (50 ml) and reflux the solution overnight (16 hours). After working up by the usual procedure, filter repeatedly through Florex in hexane. Recrystallize from ethanol to obtain dl-13β-ethyl-3-methoxy-6-methyl-17,17-ethylenedioxygona-1,3,5(10),8,14-pentaene (16.8 g), m.p. 120°-122°; ultrav... The reactants are C(CCC)OCCOC1=CC=C(C=C1)C=1C=CC2=C(C=C(CCN2CC=2OC=CC2)C(=O)OC)C1 (methyl 7-(4-butoxyethoxyphenyl)-1-(2-furylmethyl)-2,3-dihydro-1-benzazepine-4-carboxylate), Cl (hydrochloric acid), [OH-].[Na+] (sodium hydroxide), O (water). Solvent: O1CCCC1 (tetrahydrofuran), CO (methanol). Conditions: time 5 day. Yields the product C(CCC)OCCOC1=CC=C(C=C1)C=1C=CC2=C(C=C(CCN2CC=2OC=CC2)C(=O)O)C1 (7-(4-butoxyethoxyphenyl)-1-(2-furylmethyl)-2,3-dihydro-1-benzazepine-4-carboxylic acid). The yield is 82.7%. Reaction SMILES: [CH2:1]([O:5][CH2:6][CH2:7][O:8][C:9]1[CH:14]=[CH:13][C:12]([C:15]2[CH:16]=[CH:17][C:18]3[N:24]([CH2:25][C:26]4[O:27][CH:28]=[CH:29][CH:30]=4)[CH2:23][CH2:22][C:21]([C:31]([O:33]C)=[O:32])=[CH:20][C:19]=3[CH:35]=2)=[CH:11][CH:10]=1)[CH2:2][CH2:3][CH3:4].[OH-].[Na+].O.Cl>O1CCCC1.CO>[CH2:1]([O:5][CH2:6][CH2:7][O:8][C:9]1[CH:10]=[CH:11][C:12]([C:15]2[CH:16]=[CH:17][C:18]3[N:24]([CH2:25][C:26]4[O:27][CH:28]=[CH:29][CH:30]=4)[CH2:23][CH2:22][C:21]([C:31]([OH:33])=[O:32])=[CH:20][C:19]=3[CH:35]=2)=[CH:13][CH:14]=1)[CH2:2][CH2:3][CH3:4] |f:1.2|. Procedure details: To a solution of methyl 7-(4-butoxyethoxyphenyl)-1-(2-furylmethyl)-2,3-dihydro-1-benzazepine-4-carboxylate (319 mg) in a mixture of tetrahydrofuran (21 ml) and methanol (21 ml) was added 1N sodium hydroxide solution (7 ml), and the mixture was stirred at room temperature for 5 days. Then, to the mixture was added water at 0° C., and 1N hydrochloric acid was further added to neutral, and the mixture was extracted with ethyl acetate. The organic layer was washed with water and saturated brine and ... Reactants: BrCC1CC1, CC1Cn2c(cc3cc(OC4CCN(C(C)C)CC4)ccc32)C(=O)N1, [H-], [Na+]. The product is CC(C)N1CCC(Oc2ccc3c(c2)cc2n3CC(C)N(CC3CC3)C2=O)CC1. Reaction SMILES: [Br:26][CH2:27][CH:28]1[CH2:29][CH2:30]1.[CH:1]([CH3:2])([CH3:3])[N:4]1[CH2:5][CH2:6][CH:7]([O:10][c:11]2[cH:12][c:13]3[cH:14][c:15]4[n:16]([c:17]3[cH:18][cH:19]2)[CH2:20][CH:21]([CH3:25])[NH:22][C:23]4=[O:24])[CH2:8][CH2:9]1.[H-:31].[Na+:32]>>[CH:1]([CH3:2])([CH3:3])[N:4]1[CH2:5][CH2:6][CH:7]([O:10][c:11]2[cH:12][c:13]3[cH:14][c:15]4[n:16]([c:17]3[cH:18][cH:19]2)[CH2:20][CH:21]([CH3:25])[N:22]([CH2:27][CH:28]2[CH2:29][CH2:30]2)[C:23]4=[O:24])[CH2:8][CH2:9]1.